Dataset: the Open Reaction Database (ORD), a public repository of structured organic reaction records. Task: describe an organic reaction: reactants, conditions, products, and yield Reactants: NC1=CC(=C(C=C1)C1=NC2=NC=NC(C2=N1)=O)N(C)C (8-(4-amino-2-dimethylamino-phenyl)purin-6-one), C(C)(=O)OC(C)=O (acetic anhydride). Product: C(C)(=O)NC1=CC(=C(C=C1)C1=NC2=NC=NC(C2=N1)=O)N(C)C (8-(4-Acetamido-2-dimethylamino-phenyl)-purin-6-one). As a reaction SMILES: [NH2:1][C:2]1[CH:7]=[CH:6][C:5]([C:8]2[N:16]=[C:15]3[C:10](=[N:11][CH:12]=[N:13][C:14]3=[O:17])[N:9]=2)=[C:4]([N:18]([CH3:20])[CH3:19])[CH:3]=1.[C:21](OC(=O)C)(=[O:23])[CH3:22]>>[C:21]([NH:1][C:2]1[CH:7]=[CH:6][C:5]([C:8]2[N:16]=[C:15]3[C:10](=[N:11][CH:12]=[N:13][C:14]3=[O:17])[N:9]=2)=[C:4]([N:18]([CH3:20])[CH3:19])[CH:3]=1)(=[O:23])[CH3:22]. Reported procedure: A quantity of 0.6 gm of 8-(4-amino-2-dimethylamino-phenyl)purin-6-one is heated to 150° C. in 5 ml of acetic anhydride for one hour. The mixture is evaporated to dryness in vacuo and recrystallized from acetone/ether. The reactants are COC(=O)C=1NN=C(C1)OCC=1C(=NOC1C)C1=NC=CC=C1 (5-(5-methyl-3-pyridin-2-yl-isoxazol-4-ylmethoxy)-2H-pyrazole-3-carboxylic acid methyl ester), NC1CCOCC1 (4-aminotetrahydropyran). Product: O1CCC(CC1)NC(=O)C1=NNC(=C1)OCC=1C(=NOC1C)C1=NC=CC=C1 (5-(5-Methyl-3-pyridin-2-yl-isoxazol-4-ylmethoxy)-1H-pyrazole-3-carboxylic acid (tetrahydropyran-4-yl)-amide). The yield is 99.0%. Reaction SMILES: CO[C:3]([C:5]1[NH:6][N:7]=[C:8]([O:10][CH2:11][C:12]2[C:13]([C:18]3[CH:23]=[CH:22][CH:21]=[CH:20][N:19]=3)=[N:14][O:15][C:16]=2[CH3:17])[CH:9]=1)=[O:4].[NH2:24][CH:25]1[CH2:30][CH2:29][O:28][CH2:27][CH2:26]1>>[O:28]1[CH2:29][CH2:30][CH:25]([NH:24][C:3]([C:5]2[CH:9]=[C:8]([O:10][CH2:11][C:12]3[C:13]([C:18]4[CH:23]=[CH:22][CH:21]=[CH:20][N:19]=4)=[N:14][O:15][C:16]=3[CH3:17])[NH:7][N:6]=2)=[O:4])[CH2:26][CH2:27]1. Procedure: As described for example 14e, 5-(5-methyl-3-pyridin-2-yl-isoxazol-4-ylmethoxy)-2H-pyrazole-3-carboxylic acid methyl ester (70 mg, 0.22 mmol) was converted, using 4-aminotetrahydropyran instead of isopropylamine to the title compound (85 mg, 99%), which was obtained as a colorless oil. MS: m/e=384.2 [M+H]+. Starting materials: C1COC2(C(CCCC2)=O)O1 (cyclohexanedione monoethyleneketal), Cl (hydrochloric acid), Grignard reagent, FC=1C=C(C=C(C1)F)Br (3,5-difluorobromobenzene), [Mg] (magnesium). Run in C1CCOC1 (THF), C1CCOC1 (THF). Reaction conditions: time 3 hour. Yields the product FC=1C=C(C=C(C1)F)C1CCC(CC1)=O (4-(3,5-difluorophenyl)cyclohexanone). Yield: 27.1%. RXN SMILES: [F:1][C:2]1[CH:3]=[C:4](Br)[CH:5]=[C:6]([F:8])[CH:7]=1.[Mg].C1O[C:14]2([CH2:19][CH2:18][CH2:17][CH2:16][C:15]2=O)[O:13]C1.Cl>C1COCC1>[F:1][C:2]1[CH:3]=[C:4]([CH:17]2[CH2:18][CH2:19][C:14](=[O:13])[CH2:15][CH2:16]2)[CH:5]=[C:6]([F:8])[CH:7]=1. Procedure details: To Grignard reagent prepared from 3,5-difluorobromobenzene 100 g (518 mmol) and magnesium in dried THF 300 ml at room temperature, a THF (300 ml) solution of cyclohexanedione monoethyleneketal 74.6 g (517 mmol) was added dropwise at room temperature, and the mixture was stirred for 3 hours at room temperature. The reactant was added to one liter of 2N-hydrochloric acid, and the product was extracted with diethylether. The extract was washed with water, a saturated sodium bicarbonate aqueous solu... Starting materials: O (water), C(C)(C)(C)C=1C=C(C=C(C1O)C(C)(C)C)C=1N=C(SC1)S (4-(3,5-di-tert-butyl-4-hydroxyphenyl)-2-mercaptothiazole), CI (methyl iodide), [Na] (sodium). Solvent: CO (methanol). Product: C(C)(C)(C)C=1C=C(C=C(C1O)C(C)(C)C)C=1N=C(SC1)SC (4-(3,5-di-tert-butyl-4-hydroxyphenyl)-2-methylthiothiazole). The yield is 73.0%. RXN SMILES: [Na].[C:2]([C:6]1[CH:7]=[C:8]([C:17]2[N:18]=[C:19]([SH:22])[S:20][CH:21]=2)[CH:9]=[C:10]([C:13]([CH3:16])([CH3:15])[CH3:14])[C:11]=1[OH:12])([CH3:5])([CH3:4])[CH3:3].[CH3:23]I.O>CO>[C:2]([C:6]1[CH:7]=[C:8]([C:17]2[N:18]=[C:19]([S:22][CH3:23])[S:20][CH:21]=2)[CH:9]=[C:10]([C:13]([CH3:15])([CH3:16])[CH3:14])[C:11]=1[OH:12])([CH3:3])([CH3:4])[CH3:5] |^1:0|. Procedure details: In 30 ml of methanol was dissolved 0.18 g of metallic sodium and after adding thereto 2.1 g of 4-(3,5-di-tert-butyl-4-hydroxyphenyl)-2-mercaptothiazole, 1.15 g of methyl iodide was added dropwise to the solution at 0°-5° C. After allowing to stand the mixture for 30 minutes at room temperature, 60 ml of iced water was added to the reaction mixture. The crystals thus precipitated were recovered by filtration and recrystallized from n-hexane to provide 1.6 g of 4-(3,5-di-tert-butyl-4-hydroxyphenyl...